From a dataset of the Open Reaction Database (ORD), a public repository of structured organic reaction records. describe an organic reaction: reactants, conditions, products, and yield The solvent is CC(CC)=O (2-butanone). Reactants: COC=1C=C(CN)C=C(C1OC)OC (3,4,5-trimethoxybenzylamine), C1COS(=O)(=O)C1 (1,3-propane sultone). Procedure: To a solution of 3,4,5-trimethoxybenzylamine (2.2 mL, 12.7 mmol) in 2-butanone (20 mL) was added 1,3-propane sultone (1.66 g, 13.3 mmol). The mixture was stirred at reflux for 2 hours. The reaction mixture was cooled to room temperature. The solid was collected by filtration, washed with acetone (2×25 mL) and dried in vacuo. The product was suspended in 90% Acetone/MeOH (75 mL). The suspension was stirred at reflux for 30 sec., the solid was collected by filtration, and dried in vacuo; affording... Product: COC=1C=C(CNCCCS(=O)(=O)O)C=C(C1OC)OC (3-(3,4,5-trimethoxybenzyl)amino-1-propanesulfonic acid). Reaction SMILES: [CH3:1][O:2][C:3]1[CH:4]=[C:5]([CH:8]=[C:9]([O:13][CH3:14])[C:10]=1[O:11][CH3:12])[CH2:6][NH2:7].[CH2:15]1[CH2:21][S:18](=[O:20])(=[O:19])[O:17][CH2:16]1>CC(=O)CC>[CH3:14][O:13][C:9]1[CH:8]=[C:5]([CH:4]=[C:3]([O:2][CH3:1])[C:10]=1[O:11][CH3:12])[CH2:6][NH:7][CH2:16][CH2:15][CH2:21][S:18]([OH:20])(=[O:19])=[O:17]. Reactants: CC(=O)Nc1ccc(S)cc1, CCCC1=NNC(=O)C1, CC(=O)OC(C)=O, CCO, COc1ccc2c(c1)c(Cl)cc[n+]2[O-], CCCC1=NNC(=O)C1=C1C=C(Cl)c2cc(OC)ccc2N1. Yields the product CCCC1=NNC(=O)C1=C1C=C(Sc2ccc(NC(C)=O)cc2)c2cc(OC)ccc2N1. Reaction SMILES: [C:46]([CH3:47])(=[O:48])[NH:49][c:50]1[cH:51][cH:52][c:53]([SH:56])[cH:54][cH:55]1.[CH2:1]([C:2]1=[N:7][NH:6][C:4](=[O:5])[CH2:3]1)[CH2:8][CH3:9].[CH3:57][C:58]([O:59][C:60](=[O:61])[CH3:62])=[O:63].[CH3:64][CH2:65][OH:66].[Cl:10][c:11]1[c:12]2[c:13]([cH:14][cH:15][c:16]([O:17][CH3:18])[cH:19]2)[n+:20]([O-:21])[cH:22][cH:23]1.[Cl:24][C:25]1=[CH:26][C:27](=[C:37]2[C:38]([CH2:43][CH2:44][CH3:45])=[N:39][NH:40][C:41]2=[O:42])[NH:28][c:29]2[cH:30][cH:31][c:32]([O:35][CH3:36])[cH:33][c:34]21>>[C:25]1([S:56][c:53]2[cH:52][cH:51][c:50]([NH:49][C:46]([CH3:47])=[O:48])[cH:55][cH:54]2)=[CH:26][C:27](=[C:37]2[C:38]([CH2:43][CH2:44][CH3:45])=[N:39][NH:40][C:41]2=[O:42])[NH:28][c:29]2[cH:30][cH:31][c:32]([O:35][CH3:36])[cH:33][c:34]21.